describe an organic reaction: reactants, conditions, products, and yield From a dataset of the Open Reaction Database (ORD), a public repository of structured organic reaction records. Reactants: COC1=CC=C(COC2=CC=CC3=C2C(=NO3)O)C=C1 (4-[(4-Methoxybenzyl)oxy]-1,2-benzisoxazol-3-ol), OCC1CCN(CC1)CC1(CCCC1)C(=O)OC (Methyl 1-{[4-(hydroxymethyl)piperidin-1-yl]methyl}cyclopentanecarboxylate), C(#N)C=P(CCCC)(CCCC)CCCC (cyanomethylenetributylphosphorane). The solvent is C1(=CC=CC=C1)C (toluene). Conditions: temperature 100 celsius. The product is COC1=CC=C(COC2=CC=CC3=C2C(=NO3)OCC3CCN(CC3)CC3(CCCC3)C(=O)OC)C=C1 (Methyl 1-({4-[({4-[(4-methoxybenzyl)oxy]-1,2-benzisoxazol-3-yl]oxy)methyl}piperidin-1-yl}methyl)-cyclopentanecarboxylate). Isolated yield 61.8%. Reaction SMILES: [CH3:1][O:2][C:3]1[CH:20]=[CH:19][C:6]([CH2:7][O:8][C:9]2[C:14]3[C:15]([OH:18])=[N:16][O:17][C:13]=3[CH:12]=[CH:11][CH:10]=2)=[CH:5][CH:4]=1.O[CH2:22][CH:23]1[CH2:28][CH2:27][N:26]([CH2:29][C:30]2([C:35]([O:37][CH3:38])=[O:36])[CH2:34][CH2:33][CH2:32][CH2:31]2)[CH2:25][CH2:24]1.C(C=P(CCCC)(CCCC)CCCC)#N>C1(C)C=CC=CC=1>[CH3:1][O:2][C:3]1[CH:4]=[CH:5][C:6]([CH2:7][O:8][C:9]2[C:14]3[C:15]([O:18][CH2:22][CH:23]4[CH2:28][CH2:27][N:26]([CH2:29][C:30]5([C:35]([O:37][CH3:38])=[O:36])[CH2:31][CH2:32][CH2:33][CH2:34]5)[CH2:25][CH2:24]4)=[N:16][O:17][C:13]=3[CH:12]=[CH:11][CH:10]=2)=[CH:19][CH:20]=1. Reported procedure: To a solution of 4-[(4-methoxybenzyl)oxy]-1,2-benzisoxazol-3-ol (100 mg, 0.369 mmol, EXAMPLE 9, step 2) and methyl 1-{[4-(hydroxymethyl)piperidin-1-yl]methyl}cyclopentanecarboxylate (141 mg, 0.553 mmol, EXAMPLE 9, step 3) in toluene (2.5 mL) was added cyanomethylenetributylphosphorane (178 mg, 0.737 mmol) at room temperature. The reaction mixture was heated at 100° C. for 20 h. After cooling, the mixture was concentrated in vacuo to give a dark brown oil. The residual oil was purified by silica ...